Dataset: the Open Reaction Database (ORD), a public repository of structured organic reaction records. Task: describe an organic reaction: reactants, conditions, products, and yield Starting materials: COC=1N=NC(=CC1)OC (3,6-dimethoxypyridazine), C([O-])(O)=O.[Na+] (sodium bicarbonate), C(C)OCC (diethylether), FC(S(=O)(=O)OC1=C2C[C@@H](COC2=CC=C1)N(CC1=CC=CC=C1)CC1=CC=CC=C1)(F)F ((3S)-3-(Dibenzylamino)-3,4-dihydro-2H-chromen-5-yl trifluoromethanesulfonate), C(C)(C)NC(C)C (diisopropylamine), C(CCC)[Li] (n-butyllithium), CCCCCC (hexane). The reagents and catalysts are [Cl-].[Zn+2].[Cl-] (Zinc chloride), C=1C=CC(=CC1)[P](C=2C=CC=CC2)(C=3C=CC=CC3)[Pd]([P](C=4C=CC=CC4)(C=5C=CC=CC5)C=6C=CC=CC6)([P](C=7C=CC=CC7)(C=8C=CC=CC8)C=9C=CC=CC9)[P](C=1C=CC=CC1)(C=1C=CC=CC1)C=1C=CC=CC1 (tetrakis(triphenylphosphine)palladium(0)). Run in O1CCCC1 (tetrahydrofuran), C(C)(=O)OCC (ethyl acetate), O1CCCC1 (tetrahydrofuran), O1CCCC1 (tetrahydrofuran). Conditions: temperature -78 celsius, time 15 minute. Yields the product C(C1=CC=CC=C1)N([C@@H]1COC2=CC=CC(=C2C1)C1=C(N=NC(=C1)OC)OC)CC1=CC=CC=C1 ((3S)-N,N-dibenzyl-5-(3,6-dimethoxypyridazin-4-yl)chroman-3-amine). Reaction SMILES: C([Li])CCC.[CH3:6][CH2:7][CH2:8][CH2:9][CH2:10][CH3:11].C(NC(C)C)(C)C.[CH3:19][O:20][C:21]1[N:22]=[N:23][C:24]([O:27][CH3:28])=[CH:25][CH:26]=1.C(OCC)C.FC(F)(F)S(O[C:40]1[CH:49]=[CH:48][CH:47]=[C:46]2[C:41]=1[CH2:42][C@H:43]([N:50]([CH2:58]C1C=CC=CC=1)[CH2:51][C:52]1[CH:57]=[CH:56][CH:55]=[CH:54][CH:53]=1)[CH2:44][O:45]2)(=O)=O.C(=O)(O)[O-].[Na+]>O1CCCC1.C(OCC)(=O)C.[Cl-].[Zn+2].[Cl-].C1C=CC([P]([Pd]([P](C2C=CC=CC=2)(C2C=CC=CC=2)C2C=CC=CC=2)([P](C2C=CC=CC=2)(C2C=CC=CC=2)C2C=CC=CC=2)[P](C2C=CC=CC=2)(C2C=CC=CC=2)C2C=CC=CC=2)(C2C=CC=CC=2)C2C=CC=CC=2)=CC=1>[CH2:58]([N:50]([CH2:51][C:52]1[CH:57]=[CH:56][CH:55]=[CH:54][CH:53]=1)[C@H:43]1[CH2:42][C:41]2[C:46](=[CH:47][CH:48]=[CH:49][C:40]=2[C:26]2[CH:25]=[C:24]([O:27][CH3:28])[N:23]=[N:22][C:21]=2[O:20][CH3:19])[O:45][CH2:44]1)[C:8]1[CH:7]=[CH:6][CH:11]=[CH:10][CH:9]=1 |f:6.7,10.11.12,^1:89,91,110,129|. Reported procedure: To tetrahydrofuran (2.0 mL) cooled to −20° C. a solution of n-butyllithium 2.5 M in hexane (0.644 mL, 1.61 mmol) was added via syringe. After 5 min diisopropylamine (0.227 mL, 1.61 mmol) was added and the reaction mixture was stirred for 15 min at that temperature and then cooled down to −78° C. A solution of 3,6-dimethoxypyridazine (0.098 g, 0.7 mmol) in tetrahydrofuran (2.0 mL) was added and the reaction mixture was stirred for 1 h at −78° C. Zinc chloride 1.0 M solution in diethylether (1.610... Starting materials: BrC1=CN=C2N1N=C(C=C2)F (3-bromo-6-fluoroimidazo[1,2-b]pyridazine), NCCC(C)(O)C (4-amino-2-methylbutan-2-ol). The product is BrC1=CN=C2N1N=C(C=C2)NCCC(C)(O)C (4-((3-bromoimidazo[1,2-b]pyridazin-6-yl)amino)-2-methylbutan-2-ol). The yield is 82.0%. RXN SMILES: [Br:1][C:2]1[N:6]2[N:7]=[C:8](F)[CH:9]=[CH:10][C:5]2=[N:4][CH:3]=1.[NH2:12][CH2:13][CH2:14][C:15]([CH3:18])([OH:17])[CH3:16]>>[Br:1][C:2]1[N:6]2[N:7]=[C:8]([NH:12][CH2:13][CH2:14][C:15]([CH3:18])([OH:17])[CH3:16])[CH:9]=[CH:10][C:5]2=[N:4][CH:3]=1. Procedure: The 3-bromo-6-fluoroimidazo[1,2-b]pyridazine was reacted with 4-amino-2-methylbutan-2-ol using the same reaction conditions as described in example 5.6.42, Part A to obtain 82% product. Starting materials: NC1=C(C(=O)N)C(=CC=C1)NC (2-amino-6-(methylamino)benzamide), N1=CC=CC=C1 (pyridine), C(C)(=O)OCC(=O)Cl (acetoxyacetyl chloride). Run in C(Cl)Cl (methylene chloride). Conditions: time 1 hour. Yields the product C(C)(=O)OCC(=O)NC1=C(C(=O)N)C(=CC=C1)NC (2-(acetoxyacetylamino)-6-(methylamino)benzamide). Reaction SMILES: [NH2:1][C:2]1[CH:10]=[CH:9][CH:8]=[C:7]([NH:11][CH3:12])[C:3]=1[C:4]([NH2:6])=[O:5].N1C=CC=CC=1.[C:19]([O:22][CH2:23][C:24](Cl)=[O:25])(=[O:21])[CH3:20]>C(Cl)Cl>[C:19]([O:22][CH2:23][C:24]([NH:1][C:2]1[CH:10]=[CH:9][CH:8]=[C:7]([NH:11][CH3:12])[C:3]=1[C:4]([NH2:6])=[O:5])=[O:25])(=[O:21])[CH3:20]. Reported procedure: To a solution of 2-amino-6-(methylamino)benzamide (3.6 g) in methylene chloride (100 ml) is added pyridine (4.8 ml), and thereto is added dropwise acetoxyacetyl chloride (3.2 ml) which is cooled in an ice bath. The mixture is stirred at room temperature for 1 hour, and thereafter, the solvent is distilled off under reduced pressure. The resulting crude crystals are washed with water and ether and then are recrystallized from ethanol to give the title compound (4.2 g) having the following physica... Reactants: COC(CCC1=C(C=C(C=C1)OC1=CC(=CC(=C1)F)Br)C)=O (3-[4-(3-bromo-5-fluoro-phenoxy)-2-methyl-phenyl]-propionic acid methyl ester), BrC1=CC(=C(C=C1)O)OC(F)(F)F (4-bromo-2-trifluoromethoxy-phenol). Product: BrC1=CC(=C(OC=2C=C(OC3=CC(=C(C=C3)CCC(=O)O)C)C=C(C2)F)C=C1)OC(F)(F)F (3-{4-[3-(4-Bromo-2-trifluoromethoxy-phenoxy)-5-fluoro-phenoxy]-2-methyl-phenyl}-propionic acid). Reaction SMILES: C[O:2][C:3](=[O:22])[CH2:4][CH2:5][C:6]1[CH:11]=[CH:10][C:9]([O:12][C:13]2[CH:18]=[C:17]([F:19])[CH:16]=[C:15](Br)[CH:14]=2)=[CH:8][C:7]=1[CH3:21].[Br:23][C:24]1[CH:29]=[CH:28][C:27]([OH:30])=[C:26]([O:31][C:32]([F:35])([F:34])[F:33])[CH:25]=1>>[Br:23][C:24]1[CH:29]=[CH:28][C:27]([O:30][C:15]2[CH:14]=[C:13]([CH:18]=[C:17]([F:19])[CH:16]=2)[O:12][C:9]2[CH:10]=[CH:11][C:6]([CH2:5][CH2:4][C:3]([OH:2])=[O:22])=[C:7]([CH3:21])[CH:8]=2)=[C:26]([O:31][C:32]([F:33])([F:34])[F:35])[CH:25]=1. Procedure details: The title compound is prepared by reacting the compound of 3-[4-(3-bromo-5-fluoro-phenoxy)-2-methyl-phenyl]-propionic acid methyl ester with 4-bromo-2-trifluoromethoxy-phenol as in Example 18 to afford 0.013 g (5%). 1H NMR (400 MHz, CDCl3); MS (ES+) m/z mass calculated for C23H17O5F4Br 528, found 529 (M+1, 100%). Starting materials: CC1(OB(OC1(C)C)C1=CC=C(C=C1)C=1SC=CC1NS(=O)(=O)C(C)C)C (propane-2-sulfonic acid {2-[4-{4,4,5,5-tetramethyl-[1,3,2]dioxaborolan-2-yl)-phenyl]-thiophen-3-yl}-amide), COC(C1=C(C(=CC=C1)[N+](=O)[O-])Br)=O (2-bromo-3-nitro-benzoic acid methyl ester), C(=O)([O-])[O-].[Na+].[Na+] (Na2CO3), O1CCOCC1 (1,4 dioxane). Reagents/catalysts: C=1C=CC(=CC1)[P](C=2C=CC=CC2)(C=3C=CC=CC3)[Pd]([P](C=4C=CC=CC4)(C=5C=CC=CC5)C=6C=CC=CC6)([P](C=7C=CC=CC7)(C=8C=CC=CC8)C=9C=CC=CC9)[P](C=1C=CC=CC1)(C=1C=CC=CC1)C=1C=CC=CC1 (Pd(PPh3)4). The solvent is C(C)OCC (diethyl ether). Product: COC(=O)C=1C(=C(C=CC1)[N+](=O)[O-])C1=CC=C(C=C1)C=1SC=CC1NS(=O)(=O)C(C)C (6-nitro-4′-[3-(propane-2-sulfonylamino)-thiophen-2-yl]-biphenyl-2-carboxylic acid methyl ester). Yield: 36.2%. As a reaction SMILES: CC1(C)C(C)(C)OB([C:9]2[CH:14]=[CH:13][C:12]([C:15]3[S:16][CH:17]=[CH:18][C:19]=3[NH:20][S:21]([CH:24]([CH3:26])[CH3:25])(=[O:23])=[O:22])=[CH:11][CH:10]=2)O1.[CH3:28][O:29][C:30](=[O:41])[C:31]1[CH:36]=[CH:35][CH:34]=[C:33]([N+:37]([O-:39])=[O:38])[C:32]=1Br.C([O-])([O-])=O.[Na+].[Na+].O1CCOCC1>C(OCC)C.C1C=CC([P]([Pd]([P](C2C=CC=CC=2)(C2C=CC=CC=2)C2C=CC=CC=2)([P](C2C=CC=CC=2)(C2C=CC=CC=2)C2C=CC=CC=2)[P](C2C=CC=CC=2)(C2C=CC=CC=2)C2C=CC=CC=2)(C2C=CC=CC=2)C2C=CC=CC=2)=CC=1>[CH3:28][O:29][C:30]([C:31]1[C:32]([C:9]2[CH:10]=[CH:11][C:12]([C:15]3[S:16][CH:17]=[CH:18][C:19]=3[NH:20][S:21]([CH:24]([CH3:25])[CH3:26])(=[O:22])=[O:23])=[CH:13][CH:14]=2)=[C:33]([N+:37]([O-:39])=[O:38])[CH:34]=[CH:35][CH:36]=1)=[O:41] |f:2.3.4,^1:62,64,83,102|. Procedure details: Heat the mixture of propane-2-sulfonic acid {2-[4-{4,4,5,5-tetramethyl-[1,3,2]dioxaborolan-2-yl)-phenyl]-thiophen-3-yl}-amide(662 mg, 1.65 mmol), 2-bromo-3-nitro-benzoic acid methyl ester (390 mg, 1.5 mmol), Na2CO3(2M, 2.2 mL, 4.5 mmol) and Pd(PPh3)4 (260 mg, 0.26 mmol) and 15 ml of 1,4 dioxane under N2 to 80° C. overnight. After cooling to room temperature, dilute with diethyl ether (200 mL). Wash with water, saturated aq. sodium chloride, and dry over MgSO4. Remove solvent and purify by flash ...